Dataset: the Open Reaction Database (ORD), a public repository of structured organic reaction records. Task: describe an organic reaction: reactants, conditions, products, and yield Starting materials: C=CCOCc1ccccc1, COCCOC, CCOCC, O=C(Cl)C(Cl)(Cl)Cl, [Cu], [Zn]. Yields the product O=C1CC(COCc2ccccc2)C1(Cl)Cl. Reaction SMILES: [CH2:8]([c:9]1[cH:10][cH:11][cH:12][cH:13][cH:14]1)[O:15][CH2:16][CH:17]=[CH2:18].[CH3:19][O:20][CH2:21][CH2:22][O:23][CH3:24].[CH3:27][CH2:28][O:29][CH2:30][CH3:31].[Cl:1][C:2]([C:3](=[O:4])[Cl:6])([Cl:5])[Cl:7].[Cu:25].[Zn:26]>>[Cl:1][C:2]1([Cl:7])[C:3](=[O:4])[CH2:18][CH:17]1[CH2:16][O:15][CH2:8][c:9]1[cH:10][cH:11][cH:12][cH:13][cH:14]1. Yields the product C1(=CC=CC=C1)COCC1CCC(CC1)=O (4-[(phenylmethoxy)methyl]cyclohexanone). Conditions: time 24 hour. Reactants: C1(=CC=CC=C1)COCC1CCC2(C(CCC2=O)=O)CC1 (8-[(Phenylmethoxy)methyl]-1,4-dioxospiro[4.5]decane), Cl (HCl), O1CCCC1 (tetrahydrofuran). As a reaction SMILES: [C:1]1([CH2:7][O:8][CH2:9][CH:10]2[CH2:21][CH2:20][C:13]3(C(=O)CCC3=O)[CH2:12][CH2:11]2)[CH:6]=[CH:5][CH:4]=[CH:3][CH:2]=1.Cl.[O:23]1CCCC1>>[C:1]1([CH2:7][O:8][CH2:9][CH:10]2[CH2:21][CH2:20][C:13](=[O:23])[CH2:12][CH2:11]2)[CH:6]=[CH:5][CH:4]=[CH:3][CH:2]=1. Yield: 73.0%. Procedure: A solution of the compound of Example 106 (18.43 g, 70.2 mmol) in tetrahydrofuran (400 ml) was added 50 ml of a 2% aqueous HCl solution and stirred for 24 hours. The mixture was concentrated in vacuo and the residual solution layered with ether. The ether layer was dried (MgSO4), concentrated in vacuo, then chromatographed to give 11.16 g (73% yield) of the title compound as a colorless oil.